From a dataset of the Open Reaction Database (ORD), a public repository of structured organic reaction records. describe an organic reaction: reactants, conditions, products, and yield Reactants: CCCN, Cl, Cc1ccc(S(=O)(=O)OCC2COc3ccc(S(=O)(=O)C(F)(F)F)cc3O2)cc1. The product is CCCNCC1COc2ccc(S(=O)(=O)C(F)(F)F)cc2O1. As a reaction SMILES: [CH3:30][CH2:31][CH2:32][NH2:33].[ClH:34].[F:1][C:2]([S:3](=[O:4])(=[O:5])[c:6]1[cH:7][cH:8][c:9]2[c:10]([cH:27]1)[O:11][CH:12]([CH2:15][O:16][S:17]([c:18]1[cH:19][cH:20][c:21]([CH3:22])[cH:23][cH:24]1)(=[O:25])=[O:26])[CH2:13][O:14]2)([F:28])[F:29]>>[F:1][C:2]([S:3](=[O:4])(=[O:5])[c:6]1[cH:7][cH:8][c:9]2[c:10]([cH:27]1)[O:11][CH:12]([CH2:15][NH:33][CH2:32][CH2:31][CH3:30])[CH2:13][O:14]2)([F:28])[F:29]. The reactants are C(C1=CC=CC=C1)O[C@H]1[C@@H](O[C@@H]([C@H]([C@@H]1OCC1=CC=CC=C1)OCC1=CC=CC=C1)COCC1=CC=CC=C1)C1=CN(C2=C(C=CC=C12)C)CC1=CC=C(C=C1)C(=O)O (3-(2,3,4,6-tetra-O-benzyl-β-D-glucopyranosyl)-1-(4-carboxybenzyl)-7-methyl-1H-indole), BrCCOCC1=CC=CC=C1 (benzyl 2-bromoethyl ether), C([O-])([O-])=O.[Cs+].[Cs+] (cesium carbonate), [I-].[Na+] (sodium iodide), Cl (hydrochloric acid). Run in CN(C=O)C (N,N-dimethylformamide). Reaction conditions: time 1 day. The product is C(C1=CC=CC=C1)O[C@H]1[C@@H](O[C@@H]([C@H]([C@@H]1OCC1=CC=CC=C1)OCC1=CC=CC=C1)COCC1=CC=CC=C1)C1=CN(C2=C(C=CC=C12)C)CC1=CC=C(C=C1)C(=O)OCCOCC1=CC=CC=C1 (3-(2,3,4,6-tetra-O-benzyl-β-D-glucopyranosyl)-1-{4-[2-(benzyloxy)ethoxycarbonyl]benzyl}-7-methyl-1H-indole). Yield: 94.9%. As a reaction SMILES: [CH2:1]([O:8][C@@H:9]1[C@@H:14]([O:15][CH2:16][C:17]2[CH:22]=[CH:21][CH:20]=[CH:19][CH:18]=2)[C@H:13]([O:23][CH2:24][C:25]2[CH:30]=[CH:29][CH:28]=[CH:27][CH:26]=2)[C@@H:12]([CH2:31][O:32][CH2:33][C:34]2[CH:39]=[CH:38][CH:37]=[CH:36][CH:35]=2)[O:11][C@H:10]1[C:40]1[C:48]2[C:43](=[C:44]([CH3:49])[CH:45]=[CH:46][CH:47]=2)[N:42]([CH2:50][C:51]2[CH:56]=[CH:55][C:54]([C:57]([OH:59])=[O:58])=[CH:53][CH:52]=2)[CH:41]=1)[C:2]1[CH:7]=[CH:6][CH:5]=[CH:4][CH:3]=1.Br[CH2:61][CH2:62][O:63][CH2:64][C:65]1[CH:70]=[CH:69][CH:68]=[CH:67][CH:66]=1.C(=O)([O-])[O-].[Cs+].[Cs+].[I-].[Na+].Cl>CN(C)C=O>[CH2:1]([O:8][C@@H:9]1[C@@H:14]([O:15][CH2:16][C:17]2[CH:22]=[CH:21][CH:20]=[CH:19][CH:18]=2)[C@H:13]([O:23][CH2:24][C:25]2[CH:30]=[CH:29][CH:28]=[CH:27][CH:26]=2)[C@@H:12]([CH2:31][O:32][CH2:33][C:34]2[CH:39]=[CH:38][CH:37]=[CH:36][CH:35]=2)[O:11][C@H:10]1[C:40]1[C:48]2[C:43](=[C:44]([CH3:49])[CH:45]=[CH:46][CH:47]=2)[N:42]([CH2:50][C:51]2[CH:56]=[CH:55][C:54]([C:57]([O:59][CH2:61][CH2:62][O:63][CH2:64][C:65]3[CH:70]=[CH:69][CH:68]=[CH:67][CH:66]=3)=[O:58])=[CH:53][CH:52]=2)[CH:41]=1)[C:2]1[CH:3]=[CH:4][CH:5]=[CH:6][CH:7]=1 |f:2.3.4,5.6|. Procedure: A suspension of 3-(2,3,4,6-tetra-O-benzyl-β-D-glucopyranosyl)-1-(4-carboxybenzyl)-7-methyl-1H-indole (90 mg), benzyl 2-bromoethyl ether (37 mg), cesium carbonate (74 mg) and sodium iodide (3 mg) in N,N-dimethylformamide (1 mL) was stirred at room temperature for 1 day. The reaction mixture was poured into 0.5 mol/L hydrochloric acid, and the resulting mixture was extracted with ethylacetate. The extract was washed with water and brine successively, and dried over anhydrous sodium sulfate. The so... Reactants: CC(CSC(=O)c1ccccc1)C(=O)Cl, CCN1CC(C(=O)OC(C)(C)C)NC1=O, CC(C)(C)[O-], [K+], C1CCOC1. Yields the product CCN1CC(C(=O)OC(C)(C)C)N(C(=O)C(C)CSC(=O)c2ccccc2)C1=O. RXN SMILES: [C:22]([c:23]1[cH:24][cH:25][cH:26][cH:27][cH:28]1)(=[O:29])[S:30][CH2:31][CH:32]([C:33](=[O:34])[Cl:35])[CH3:36].[CH2:1]([CH3:2])[N:3]1[C:4](=[O:15])[NH:5][CH:6]([C:8](=[O:9])[O:10][C:11]([CH3:12])([CH3:13])[CH3:14])[CH2:7]1.[CH3:16][C:17]([CH3:18])([O-:19])[CH3:20].[K+:21].[O:37]1[CH2:38][CH2:39][CH2:40][CH2:41]1>>[CH2:1]([CH3:2])[N:3]1[C:4](=[O:15])[N:5]([C:33]([CH:32]([CH2:31][S:30][C:22]([c:23]2[cH:24][cH:25][cH:26][cH:27][cH:28]2)=[O:29])[CH3:36])=[O:34])[CH:6]([C:8](=[O:9])[O:10][C:11]([CH3:12])([CH3:13])[CH3:14])[CH2:7]1. The reactants are CCOC(=O)Cc1c(C(=O)OCC)c2cc(OS(=O)(=O)C(F)(F)F)ccc2n1-c1ccc(C(C)C)cc1, CCOC(C)=O, OB(O)c1ccc(C(F)(F)F)cc1, [K+], [K+], O=C([O-])[O-], C1COCCO1, c1ccc(P(c2ccccc2)(c2ccccc2)[Pd](P(c2ccccc2)(c2ccccc2)c2ccccc2)(P(c2ccccc2)(c2ccccc2)c2ccccc2)P(c2ccccc2)(c2ccccc2)c2ccccc2)cc1. Yields the product CCOC(=O)Cc1c(C(=O)OCC)c2cc(-c3ccc(C(F)(F)F)cc3)ccc2n1-c1ccc(C(C)C)cc1. Reaction SMILES: [CH2:1]([CH3:2])[O:3][C:4](=[O:5])[c:6]1[c:7]([CH2:32][C:33](=[O:34])[O:35][CH2:36][CH3:37])[n:8](-[c:23]2[cH:24][cH:25][c:26]([CH:29]([CH3:30])[CH3:31])[cH:27][cH:28]2)[c:9]2[cH:10][cH:11][c:12]([O:15][S:16]([C:17]([F:18])([F:19])[F:20])(=[O:21])=[O:22])[cH:13][c:14]12.[CH3:63][CH2:64][O:65][C:66]([CH3:67])=[O:68].[F:38][C:39]([c:40]1[cH:41][cH:42][c:43]([B:46]([OH:47])[OH:48])[cH:44][cH:45]1)([F:49])[F:50].[K+:51].[K+:52].[O-:53][C:54]([O-:55])=[O:56].[O:57]1[CH2:58][CH2:59][O:60][CH2:61][CH2:62]1.[cH:69]1[cH:70][cH:71][c:72]([P:73]([Pd:74]([P:75]([c:76]2[cH:77][cH:78][cH:79][cH:80][cH:81]2)([c:82]2[cH:83][cH:84][cH:85][cH:86][cH:87]2)[c:88]2[cH:89][cH:90][cH:91][cH:92][cH:93]2)([P:94]([c:95]2[cH:96][cH:97][cH:98][cH:99][cH:100]2)([c:101]2[cH:102][cH:103][cH:104][cH:105][cH:106]2)[c:107]2[cH:108][cH:109][cH:110][cH:111][cH:112]2)[P:113]([c:114]2[cH:115][cH:116][cH:117][cH:118][cH:119]2)([c:120]2[cH:121][cH:122][cH:123][cH:124][cH:125]2)[c:126]2[cH:127][cH:128][cH:129][cH:130][cH:131]2)([c:132]2[cH:133][cH:134][cH:135][cH:136][cH:137]2)[c:138]2[cH:139][cH:140][cH:141][cH:142][cH:143]2)[cH:144][cH:145]1>>[CH2:1]([CH3:2])[O:3][C:4](=[O:5])[c:6]1[c:7]([CH2:32][C:33](=[O:34])[O:35][CH2:36][CH3:37])[n:8](-[c:23]2[cH:24][cH:25][c:26]([CH:29]([CH3:30])[CH3:31])[cH:27][cH:28]2)[c:9]2[cH:10][cH:11][c:12](-[c:43]3[cH:42][cH:41][c:40]([C:39]([F:38])([F:49])[F:50])[cH:45][cH:44]3)[cH:13][c:14]12.